This data is from the Open Reaction Database (ORD), a public repository of structured organic reaction records. The task is: describe an organic reaction: reactants, conditions, products, and yield Reactants: [Br-], CN(C)P(N(C)C)N(C)C, CC#N, [Li+], O=C1CCC(=O)N1Br, O=c1[nH]cnc2c1cnn2CC(O)c1ccccc1. Yields the product OC(Cn1ncc2c(Br)ncnc21)c1ccccc1. RXN SMILES: [Br-:38].[CH3:28][N:29]([CH3:30])[P:31]([N:32]([CH3:33])[CH3:34])[N:35]([CH3:36])[CH3:37].[CH3:40][C:41]#[N:42].[Li+:39].[O:20]=[C:21]1[N:22]([Br:27])[C:23](=[O:24])[CH2:25][CH2:26]1.[OH:1][CH:2]([CH2:3][n:4]1[n:5][cH:6][c:7]2[c:8]1[n:9][cH:10][nH:11][c:12]2=[O:13])[c:14]1[cH:15][cH:16][cH:17][cH:18][cH:19]1>>[OH:1][CH:2]([CH2:3][n:4]1[n:5][cH:6][c:7]2[c:8]1[n:9][cH:10][n:11][c:12]2[Br:27])[c:14]1[cH:15][cH:16][cH:17][cH:18][cH:19]1.